This data is from the Open Reaction Database (ORD), a public repository of structured organic reaction records. The task is: describe an organic reaction: reactants, conditions, products, and yield Starting materials: CC(C)([O-])C.[K+] (potassium tert-butoxide), CC(C)([O-])C.[K+] (potassium tert-butoxide), solution, [N+](#[C-])C(CC)S(=O)(=O)C1=CC=C(C=C1)C (1-(1-Isocyano-propane-1-sulfonyl)-4-methyl-benzene), C(C=C)#N (acrylonitrile), ICC (Iodoethane), [N+](#[C-])CS(=O)(=O)C1=CC=C(C=C1)C (1-isocyanomethanesulfonyl-4-methyl-benzene). Run in C1CCOC1 (THF), C1CCOC1 (THF), C1CCOC1 (THF), O (Water), C1CCOC1 (THF). Conditions: temperature -78 celsius, time 8 hour. The product is C(C)C1=CC(=CN1)C#N (5-Ethyl-1H-pyrrole-3-carbonitrile). Reaction SMILES: ICC.[N+:4](CS(C1C=CC(C)=CC=1)(=O)=O)#[C-].[CH3:17][C:18]([CH3:21])([O-])[CH3:19].[K+].[N+:23]([CH:25](S(C1C=CC(C)=CC=1)(=O)=O)[CH2:26][CH3:27])#[C-].C(#N)C=C>C1COCC1.O>[CH2:26]([C:25]1[NH:23][CH:19]=[C:18]([C:21]#[N:4])[CH:17]=1)[CH3:27] |f:2.3|. Procedure: Iodoethane (3.99 g, 25.61 mmol) was added to a solution of 1-isocyanomethanesulfonyl-4-methyl-benzene (5 g, 25.61 mmol) in anhydrous THF (20 ml). The mixture was cooled to −78° C. and potassium tert-butoxide (31 ml of a 1 M solution in THF, 31 mmol) was added dropwise over 15 minutes. The mixture was warmed to room temperature over 1 h. Water (50 ml) was added and the solution was extracted with diethylether and dried over Na2SO4 and evaporated to dryness. The resulting brown oily material was u...